Dataset: the Open Reaction Database (ORD), a public repository of structured organic reaction records. Task: describe an organic reaction: reactants, conditions, products, and yield Starting materials: Cc1ccoc1CO, [H-], CI, [Na+], C1CCOC1. Product: COCc1occc1C. RXN SMILES: [CH3:3][c:4]1[c:5]([CH2:9][OH:10])[o:6][cH:7][cH:8]1.[H-:1].[I:11][CH3:12].[Na+:2].[O:13]1[CH2:14][CH2:15][CH2:16][CH2:17]1>>[CH3:3][c:4]1[c:5]([CH2:9][O:10][CH3:12])[o:6][cH:7][cH:8]1.